This data is from the Open Reaction Database (ORD), a public repository of structured organic reaction records. The task is: describe an organic reaction: reactants, conditions, products, and yield Starting materials: O=C(Cl)c1cccnc1, Cc1ccccc1, Nc1c(O)cccc1C(=O)O, c1ccncc1. Product: O=C(Nc1c(O)cccc1C(=O)O)c1cccnc1. Reaction SMILES: [C:18]([c:19]1[cH:20][n:21][cH:22][cH:23][cH:24]1)(=[O:25])[Cl:26].[CH3:27][c:28]1[cH:29][cH:30][cH:31][cH:32][cH:33]1.[NH2:1][c:2]1[c:3]([OH:4])[cH:5][cH:6][cH:7][c:8]1[C:9]([OH:10])=[O:11].[cH:12]1[cH:13][cH:14][n:15][cH:16][cH:17]1>>[NH:1]([c:2]1[c:3]([OH:4])[cH:5][cH:6][cH:7][c:8]1[C:9]([OH:10])=[O:11])[C:18]([c:19]1[cH:20][n:21][cH:22][cH:23][cH:24]1)=[O:25].